From a dataset of the Open Reaction Database (ORD), a public repository of structured organic reaction records. describe an organic reaction: reactants, conditions, products, and yield The reactants are BrCc1ccc2ncccc2c1, [C-]#N, CCO, [Na+]. The product is N#CCc1ccc2ncccc2c1. As a reaction SMILES: [Br:1][CH2:2][c:3]1[cH:4][c:5]2[cH:6][cH:7][cH:8][n:9][c:10]2[cH:11][cH:12]1.[C-:13]#[N:14].[CH3:16][CH2:17][OH:18].[Na+:15]>>[CH2:2]([c:3]1[cH:4][c:5]2[cH:6][cH:7][cH:8][n:9][c:10]2[cH:11][cH:12]1)[C:13]#[N:14]. Starting materials: BrCc1ccc2ccccc2c1, CN(C)C=O, [H-], CC(C)(C)OC(=O)N1CCC(N=[N+]=[N-])C(O)C1, [Na+]. Product: CC(C)(C)OC(=O)N1CCC(N=[N+]=[N-])C(OCc2ccc3ccccc3c2)C1. RXN SMILES: [Br:18][CH2:19][c:20]1[cH:21][c:22]2[cH:23][cH:24][cH:25][cH:26][c:27]2[cH:28][cH:29]1.[CH3:32][N:33]([CH3:34])[CH:35]=[O:36].[H-:30].[N:1](=[N+:2]=[N-:3])[CH:4]1[CH:5]([OH:17])[CH2:6][N:7]([C:10](=[O:11])[O:12][C:13]([CH3:14])([CH3:15])[CH3:16])[CH2:8][CH2:9]1.[Na+:31]>>[N:1](=[N+:2]=[N-:3])[CH:4]1[CH:5]([O:17][CH2:19][c:20]2[cH:21][c:22]3[cH:23][cH:24][cH:25][cH:26][c:27]3[cH:28][cH:29]2)[CH2:6][N:7]([C:10](=[O:11])[O:12][C:13]([CH3:14])([CH3:15])[CH3:16])[CH2:8][CH2:9]1. The reactants are BrC=1C=NC(=NC1)C(=O)Cl (5-Bromo-pyrimidine-2-carbonyl chloride), CNC (dimethyl-amine). Solvent: C(C)(=O)OCC (ethyl acetate), O1CCCC1 (tetrahydrofuran). Run at time 16 hour. Product: title compound, BrC=1C=NC(=NC1)C(=O)N(C)C (5-bromo-N,N-dimethylpyrimidine-2-carboxamide). Yield: 76.5%. RXN SMILES: [Br:1][C:2]1[CH:3]=[N:4][C:5]([C:8](Cl)=[O:9])=[N:6][CH:7]=1.[CH3:11][NH:12][CH3:13]>O1CCCC1.C(OCC)(=O)C>[Br:1][C:2]1[CH:3]=[N:4][C:5]([C:8]([N:12]([CH3:13])[CH3:11])=[O:9])=[N:6][CH:7]=1. Reported procedure: The 5-Bromo-pyrimidine-2-carbonyl chloride (55 g, 250 mmol) was dissolved in tetrahydrofuran (828 ml) and dimethyl-amine (2M solution in tetrahydrofuran) (373 ml, 745 mmol) was added portionwise at room temperature. The reaction was stirred at room temperature under nitrogen for 16 hours, after which time, LCMS indicated completion. The mixture was diluted with ethyl acetate (500 ml) and washed with H2O (500 ml). The water layer was further extracted with CH2Cl2 (5×500 ml), all organics combined... Starting materials: [N+](=O)([O-])C1=CC=C(C(=O)OC[C@@H]2O[C@@H](OCC2(C)C)C2=CC=C(C=C2)OC)C=C1 ([(2R,4R)-2-(4-methoxyphenyl)-5,5-dimethyl-1,3-dioxan-4-yl]methyl 4-nitrobenzoate). Solvent: C1CCOC1 (THF), C(C)(=O)O (acetic acid). Product: [N+](=O)([O-])C1=CC=C(C(=O)OC[C@@H](C(CO)(C)C)O)C=C1 ((2R)-2,4-dihydroxy-3,3-dimethylbutyl 4-nitrobenzoate). Reaction SMILES: [N+:1]([C:4]1[CH:29]=[CH:28][C:7]([C:8]([O:10][CH2:11][C@H:12]2[C:17]([CH3:19])([CH3:18])[CH2:16][O:15][C@@H](C3C=CC(OC)=CC=3)[O:13]2)=[O:9])=[CH:6][CH:5]=1)([O-:3])=[O:2]>C1COCC1.C(O)(=O)C>[N+:1]([C:4]1[CH:5]=[CH:6][C:7]([C:8]([O:10][CH2:11][C@H:12]([OH:13])[C:17]([CH3:18])([CH3:19])[CH2:16][OH:15])=[O:9])=[CH:28][CH:29]=1)([O-:3])=[O:2]. Procedure details: A solution of compound obtained in Step C (4.4 g, 10.96 mmol) in THF (5 ml) and acetic acid (70%) (50 ml) was heated at 60° C. for 4 hours. The solvent was concentrated under reduced pressure and dissolved in EtOAc. The organic layer was washed with NaHCO3 and brine. The organic phase was concentrated under reduced pressure and the crude was crystallized from Et2O and n-Hexane at 0° C. to give a white solid. Starting materials: FC1=CC=C(CCl)C=C1 (4-fluorobenzylchlorine), N1CCNCC1 (piperazine). The product is Cl.Cl.FC1=CC=C(CN2CCNCC2)C=C1 (N-(4-fluorobenzyl) piperazine dihydrochloride). Yield: 67.0%. RXN SMILES: [F:1][C:2]1[CH:9]=[CH:8][C:5]([CH2:6][Cl:7])=[CH:4][CH:3]=1.[NH:10]1[CH2:15][CH2:14][NH:13][CH2:12][CH2:11]1>>[ClH:7].[ClH:7].[F:1][C:2]1[CH:9]=[CH:8][C:5]([CH2:6][N:10]2[CH2:15][CH2:14][NH:13][CH2:12][CH2:11]2)=[CH:4][CH:3]=1 |f:2.3.4|. Reported procedure: A mixture of 4-fluorobenzylchlorine and piperazine was treated according to the general preparation 1 to obtain N-(4-fluorobenzyl) piperazine dihydrochloride (67%), mp, 282-284° C. The N1-(4-fluorobenzyl)-N4-phenacyl piperazine dihydrochloride could be preparated according to the general preparation 2, which was reduced with KHCO3 (0.65 g, 6.5 mmol) and KBH4 (0.59 g, 10.4 mmol) in methanol (40 ml) according to the general preparation 3 to obtain 0.72 g of the title compound as white solid.